From a dataset of the Open Reaction Database (ORD), a public repository of structured organic reaction records. describe an organic reaction: reactants, conditions, products, and yield Starting materials: N (ammonia), COC=1C=C(C=CC1)C1=CC(=CC=C1)N1C=NC2=C1C=CC(=C2)[N+](=O)[O-] (1-(3'-methoxy-3-biphenylyl)-5-nitrobenzimidazole), tin(ll)chloride, Cl (hydrochloric acid). Run in C(C)O (ethanol). The product is Cl.NC1=CC2=C(N(C=N2)C=2C=C(C=CC2)C2=CC(=CC=C2)OC)C=C1 (5-Amino-1-(3'-methoxy-3-biphenylyl)-benzimidazole hydrochloride). As a reaction SMILES: [CH3:1][O:2][C:3]1[CH:4]=[C:5]([C:9]2[CH:14]=[CH:13][CH:12]=[C:11]([N:15]3[C:19]4[CH:20]=[CH:21][C:22]([N+:24]([O-])=O)=[CH:23][C:18]=4[N:17]=[CH:16]3)[CH:10]=2)[CH:6]=[CH:7][CH:8]=1.[ClH:27].N>C(O)C>[ClH:27].[NH2:24][C:22]1[CH:21]=[CH:20][C:19]2[N:15]([C:11]3[CH:10]=[C:9]([C:5]4[CH:6]=[CH:7][CH:8]=[C:3]([O:2][CH3:1])[CH:4]=4)[CH:14]=[CH:13][CH:12]=3)[CH:16]=[N:17][C:18]=2[CH:23]=1 |f:4.5|. Procedure: A mixture of 1-(3'-methoxy-3-biphenylyl)-5-nitrobenzimidazole (1.5 g, 4.9 mmol), tin(ll)chloride (2.7 g), conc. hydrochloric acid (20 ml), and ethanol (10 ml) was refluxed for 2 hours and then neutralized by the addition of concentrated ammonia and filtered through celite. The filter cake was washed with ethanol and then methylene chloride. The phases of the filtrate were separated and the aqueous phase was extracted twice with methylene chloride. The combined organic phases were washed with wat... Reactants: CCCCOB(OCCCC)OCCCC, CN(C)CCN(C)C, [Li]CCCC, CCOCC, Cl, OO, c1ccc2c(c1)oc1ccccc12. The product is Oc1cccc2c1oc1ccccc12. As a reaction SMILES: [B:27]([O:28][CH2:39][CH2:40][CH2:41][CH3:42])([O:29][CH2:30][CH2:31][CH2:32][CH3:33])[O:34][CH2:35][CH2:36][CH2:37][CH3:38].[CH3:14][N:15]([CH3:16])[CH2:17][CH2:18][N:19]([CH3:20])[CH3:21].[CH3:22][CH2:23][CH2:24][CH2:25][Li:26].[CH3:46][CH2:47][O:48][CH2:49][CH3:50].[ClH:45].[OH:43][OH:44].[cH:1]1[cH:2][cH:3][c:4]2[c:5]([cH:6]1)[o:7][c:8]1[cH:9][cH:10][cH:11][cH:12][c:13]21>>[cH:1]1[cH:2][cH:3][c:4]2[c:5]([cH:6]1)[o:7][c:8]1[c:9]([OH:28])[cH:10][cH:11][cH:12][c:13]21.